describe an organic reaction: reactants, conditions, products, and yield From a dataset of the Open Reaction Database (ORD), a public repository of structured organic reaction records. Starting materials: CCO, ClCCl, O=[N+]([O-])c1ccccc1N1CCN(Cc2ccccc2)CC1, [Na+], [OH-]. The product is Nc1ccccc1N1CCN(Cc2ccccc2)CC1. RXN SMILES: [CH3:23][CH2:24][OH:25].[Cl:28][CH2:29][Cl:30].[N+:1]([O-:2])(=[O:3])[c:4]1[c:5]([N:10]2[CH2:11][CH2:12][N:13]([CH2:16][c:17]3[cH:18][cH:19][cH:20][cH:21][cH:22]3)[CH2:14][CH2:15]2)[cH:6][cH:7][cH:8][cH:9]1.[Na+:27].[OH-:26]>>[NH2:1][c:4]1[c:5]([N:10]2[CH2:11][CH2:12][N:13]([CH2:16][c:17]3[cH:18][cH:19][cH:20][cH:21][cH:22]3)[CH2:14][CH2:15]2)[cH:6][cH:7][cH:8][cH:9]1.